This data is from the Open Reaction Database (ORD), a public repository of structured organic reaction records. The task is: describe an organic reaction: reactants, conditions, products, and yield Reactants: O=C([O-])[O-], COCCOC, OCCCCCl, [K+], [K+], O=[N+]([O-])c1ccc(S)cc1. The product is O=[N+]([O-])c1ccc(SCCCCO)cc1. RXN SMILES: [C:17](=[O:18])([O-:19])[O-:20].[CH2:23]([CH2:24][O:25][CH3:26])[O:27][CH3:28].[Cl:11][CH2:12][CH2:13][CH2:14][CH2:15][OH:16].[K+:21].[K+:22].[N+:1](=[O:2])([O-:3])[c:4]1[cH:5][cH:6][c:7]([SH:10])[cH:8][cH:9]1>>[N+:1](=[O:2])([O-:3])[c:4]1[cH:5][cH:6][c:7]([S:10][CH2:12][CH2:13][CH2:14][CH2:15][OH:16])[cH:8][cH:9]1. Isolated yield 4664.2%. Yields the product BrC=1C(=C2C=CC(=CC2=CC1C)O)C1=CC=C(C=C1)Cl (6-bromo-5-(4-chlorophenyl)-7-methylnaphthalen-2-ol). The reactants are B(Br)(Br)Br (boron tribromide), BrC1=C(C2=CC=C(C=C2C=C1C)OC)C1=CC=C(C=C1)Cl (2-bromo-1-(4-chlorophenyl)-6-methoxy-3-methylnaphthalene), CO (MeOH), BrC1=C(C2=CC=C(C=C2C=C1C)OC)C1=CC=C(C=C1)Cl (2-bromo-1-(4-chlorophenyl)-6-methoxy-3-methylnaphthalene). Solvent: C(Cl)Cl (DCM). Reaction conditions: temperature -78 celsius. Procedure details: A vessel was charged with boron tribromide (1 M in DCM, 0.7 mL, 0.7 mmol) and cooled to −78° C. 2-bromo-1-(4-chlorophenyl)-6-methoxy-3-methylnaphthalene (0.1 g, 0.28 mmol) was added as a solution in DCM (0.5 mL). The reaction was allowed to slowly warm to room temperature over 3.5 h. This procedure was repeated twice on a scale of 1 g and 4.1 g of 2-bromo-1-(4-chlorophenyl)-6-methoxy-3-methylnaphthalene with appropriate adjustments in the scale of other reagents. The three lots were combined, co... As a reaction SMILES: B(Br)(Br)Br.[Br:5][C:6]1[C:15]([CH3:16])=[CH:14][C:13]2[C:8](=[CH:9][CH:10]=[C:11]([O:17]C)[CH:12]=2)[C:7]=1[C:19]1[CH:24]=[CH:23][C:22]([Cl:25])=[CH:21][CH:20]=1.CO>C(Cl)Cl>[Br:5][C:6]1[C:7]([C:19]2[CH:24]=[CH:23][C:22]([Cl:25])=[CH:21][CH:20]=2)=[C:8]2[C:13](=[CH:14][C:15]=1[CH3:16])[CH:12]=[C:11]([OH:17])[CH:10]=[CH:9]2. Reactants: C=O, O=CO, O=C(O)C1CCNCC1. Yields the product CN1CCC(C(=O)O)CC1. As a reaction SMILES: [CH2:13]=[O:14].[CH:10]([OH:11])=[O:12].[NH:1]1[CH2:2][CH2:3][CH:4]([C:7](=[O:8])[OH:9])[CH2:5][CH2:6]1>>[N:1]1([CH3:10])[CH2:2][CH2:3][CH:4]([C:7](=[O:8])[OH:9])[CH2:5][CH2:6]1. Reactants: CN(C)c1ccccn1, CS(=O)(=O)Cl, ClCCl, NCCCCN1CCN(c2ccccn2)CC1, O=C(O)c1c(-c2ccccc2)oc2ccccc2c1=O. The product is O=C(NCCCCN1CCN(c2ccccn2)CC1)c1c(-c2ccccc2)oc2ccccc2c1=O. As a reaction SMILES: [CH3:38][N:39]([c:40]1[cH:41][cH:42][cH:43][cH:44][n:45]1)[CH3:46].[CH3:47][S:48](=[O:49])(=[O:50])[Cl:51].[Cl:52][CH2:53][Cl:54].[n:1]1[c:2]([N:7]2[CH2:8][CH2:9][N:10]([CH2:13][CH2:14][CH2:15][CH2:16][NH2:17])[CH2:11][CH2:12]2)[cH:3][cH:4][cH:5][cH:6]1.[o:18]1[c:19](-[c:32]2[cH:33][cH:34][cH:35][cH:36][cH:37]2)[c:20]([C:29](=[O:30])[OH:31])[c:21](=[O:22])[c:23]2[cH:24][cH:25][cH:26][cH:27][c:28]12>>[n:1]1[c:2]([N:7]2[CH2:8][CH2:9][N:10]([CH2:13][CH2:14][CH2:15][CH2:16][NH:17][C:29]([c:20]3[c:19](-[c:32]4[cH:33][cH:34][cH:35][cH:36][cH:37]4)[o:18][c:28]4[c:23]([c:21]3=[O:22])[cH:24][cH:25][cH:26][cH:27]4)=[O:30])[CH2:11][CH2:12]2)[cH:3][cH:4][cH:5][cH:6]1. The reactants are CC(C)(C)OC(=O)N1CCC(N2CCc3ccccc3NC2=O)CC1, CCOC(C)=O, Cl. The product is Cl, O=C1Nc2ccccc2CCN1C1CCNCC1. Reaction SMILES: [C:1]([O:2][C:3](=[O:4])[N:8]1[CH2:9][CH2:10][CH:11]([N:14]2[C:15](=[O:25])[NH:16][c:17]3[c:18]([cH:21][cH:22][cH:23][cH:24]3)[CH2:19][CH2:20]2)[CH2:12][CH2:13]1)([CH3:5])([CH3:6])[CH3:7].[CH3:27][CH2:28][O:29][C:30](=[O:31])[CH3:32].[ClH:26]>>[ClH:26].[NH:8]1[CH2:9][CH2:10][CH:11]([N:14]2[C:15](=[O:25])[NH:16][c:17]3[c:18]([cH:21][cH:22][cH:23][cH:24]3)[CH2:19][CH2:20]2)[CH2:12][CH2:13]1. Starting materials: FC1=CC=C(N)C=C1 (4-fluoro aniline), C(C)#N (acetonitrile), CS(=O)(=O)OC1CN(C1)C(C1=CC=CC=C1)C1=CC=CC=C1 (1-benzhydrylazetidin-3-yl methanesulfonate). Run at temperature 100 celsius, time 5 minute. Yields the product C(C1=CC=CC=C1)(C1=CC=CC=C1)N1CC(C1)NC1=CC=C(C=C1)F (1-benzhydryl-N-(4-fluorophenyl)azetidin-3-amine). RXN SMILES: [F:1][C:2]1[CH:8]=[CH:7][C:5]([NH2:6])=[CH:4][CH:3]=1.C(#N)C.CS(O[CH:17]1[CH2:20][N:19]([CH:21]([C:28]2[CH:33]=[CH:32][CH:31]=[CH:30][CH:29]=2)[C:22]2[CH:27]=[CH:26][CH:25]=[CH:24][CH:23]=2)[CH2:18]1)(=O)=O>>[CH:21]([N:19]1[CH2:20][CH:17]([NH:6][C:5]2[CH:7]=[CH:8][C:2]([F:1])=[CH:3][CH:4]=2)[CH2:18]1)([C:28]1[CH:29]=[CH:30][CH:31]=[CH:32][CH:33]=1)[C:22]1[CH:23]=[CH:24][CH:25]=[CH:26][CH:27]=1. Reported procedure: To a solution of 4-fluoro aniline (0.412 ml, 4.296 mmol) in acetonitrile (10 ml) potassium carbonate (771 mg, 5.584 mmol) was added followed by addition of 1-benzhydrylazetidin-3-yl methanesulfonate (D19) (1.5 g, 4.72 mmol). The reaction mixture was stirred at 100° C. for 5 minutes under microwave irradiation. Solvents were evaporated under vacuo and the residue was taken in with diethylether (50 ml) then water (50 ml) was added. The aqueous layer was extracted with diethylether (2×30 ml). The o...